From a dataset of the Open Reaction Database (ORD), a public repository of structured organic reaction records. describe an organic reaction: reactants, conditions, products, and yield Starting materials: CC(C)(C)[Si](C)(C)Oc1ccc2c(c1)c(Br)cn2[Si](C)(C)C(C)(C)C, [Li]C(C)(C)C, CCCCI. The product is CCCCc1cn([Si](C)(C)C(C)(C)C)c2ccc(O[Si](C)(C)C(C)(C)C)cc12. As a reaction SMILES: [Br:1][c:2]1[cH:3][n:4]([Si:19]([CH3:20])([CH3:21])[C:22]([CH3:23])([CH3:24])[CH3:25])[c:5]2[cH:6][cH:7][c:8]([O:11][Si:12]([CH3:13])([CH3:14])[C:15]([CH3:16])([CH3:17])[CH3:18])[cH:9][c:10]12.[C:31]([Li:32])([CH3:33])([CH3:34])[CH3:35].[I:26][CH2:27][CH2:28][CH2:29][CH3:30]>>[c:2]1([CH2:27][CH2:28][CH2:29][CH3:30])[cH:3][n:4]([Si:19]([CH3:20])([CH3:21])[C:22]([CH3:23])([CH3:24])[CH3:25])[c:5]2[cH:6][cH:7][c:8]([O:11][Si:12]([CH3:13])([CH3:14])[C:15]([CH3:16])([CH3:17])[CH3:18])[cH:9][c:10]12. Reactants: [Cl-].[Na+] (sodium chloride), CI (methyl iodide), C([O-])(O)=O.[Na+] (sodium bicarbonate), COC1=CC=C(CS[C@H]2C[C@H](NC2)C(NC)=O)C=C1 ((2S, 4S)-4-(4-methoxybenzylthio)-2-methylcarbamoylpyrrolidine). The solvent is CN(C=O)C (dimethylformamide). Run at time 1 hour. Yields the product COC1=CC=C(CS[C@H]2C[C@H](N(C2)C)C(NC)=O)C=C1 ((2S, 4S)-4-(4-Methoxybenzylthio)-1-methyl-2-methylcarbamoylpyrrolidine). Yield: 21.1%. Reaction SMILES: CI.[C:3](=O)(O)[O-].[Na+].[CH3:8][O:9][C:10]1[CH:26]=[CH:25][C:13]([CH2:14][S:15][C@@H:16]2[CH2:20][NH:19][C@H:18]([C:21](=[O:24])[NH:22][CH3:23])[CH2:17]2)=[CH:12][CH:11]=1.[Cl-].[Na+]>CN(C)C=O>[CH3:8][O:9][C:10]1[CH:11]=[CH:12][C:13]([CH2:14][S:15][C@@H:16]2[CH2:20][N:19]([CH3:3])[C@H:18]([C:21](=[O:24])[NH:22][CH3:23])[CH2:17]2)=[CH:25][CH:26]=1 |f:1.2,4.5|. Procedure: 244 μl of methyl iodide and 300 mg of sodium bicarbonate were added, whilst ice-cooling, to a solution of 1.00 g of (2S, 4S)-4-(4-methoxybenzylthio)-2-methylcarbamoylpyrrolidine [prepared as described in step (4) above] dissolved in 6 ml of dry dimethylformamide. The mixture was then stirred at 0° to 5° C. for 1 hour and allowed to stand overnight at room temperature. At the end of this time, the reaction mixture was poured into an aqueous solution of sodium chloride and extracted with ethyl ace...